This data is from the Open Reaction Database (ORD), a public repository of structured organic reaction records. The task is: describe an organic reaction: reactants, conditions, products, and yield Reactants: CS(=O)(=O)O.C(CC)OC1=C(C(=N)N)C=CC=C1 (2-propoxybenzamidine methanesulphonate), S(=O)(=O)(O)O.NC1=NNC=C1C(=O)N (3-amino-4-pyrazolecarboxamide sulphate), C(C)(=O)[O-].[Na+] (sodium acetate), C (charcoal). Solvent: C(C)(=O)O (acetic acid), [OH-].[Na+] (sodium hydroxide). Run at temperature 180 celsius. Yields the product C(CC)OC1=C(C=CC=C1)C1NC(C=2C(=N1)N=NC2)=O (6-(2-Propoxyphenyl)pyrazolo[3,4-d]pyrimidin-4(5H)-one). As a reaction SMILES: CS(O)(=O)=O.[CH2:6]([O:9][C:10]1[CH:18]=[CH:17][CH:16]=[CH:15][C:11]=1[C:12]([NH2:14])=[NH:13])[CH2:7][CH3:8].S(O)(O)(=O)=O.N[C:25]1[C:29]([C:30](N)=[O:31])=[CH:28][NH:27][N:26]=1.C([O-])(=O)C.[Na+].C>[OH-].[Na+].C(O)(=O)C>[CH2:6]([O:9][C:10]1[CH:18]=[CH:17][CH:16]=[CH:15][C:11]=1[CH:12]1[N:14]=[C:28]2[N:27]=[N:26][CH:25]=[C:29]2[C:30](=[O:31])[NH:13]1)[CH2:7][CH3:8] |f:0.1,2.3,4.5,7.8|. Reported procedure: A stirred mixture of 2-propoxybenzamidine methanesulphonate (1.0 g), 3-amino-4-pyrazolecarboxamide sulphate (0.5 g) and sodium acetate (0.82 g) was heated in an oil bath (180° C.) for one hour. The reaction mixture was dissolved in hot 2 Normal sodium hydroxide (10 ml) and the solution was treated with charcoal and neutralised with glacial acetic acid. A precipitate was collected, washed with water and eluted from a silica column with chloroform. The combined fractions containing product were ev...